describe an organic reaction: reactants, conditions, products, and yield From a dataset of the Open Reaction Database (ORD), a public repository of structured organic reaction records. Reactants: COC1=C(CN2C(C=3C(=NC(=C(C3C2)F)N[C@H]2[C@H](CCCC2)NC(OC(C)(C)C)=O)C=2C=NN(C2)C)=O)C=CC(=C1)OC (tert-butyl (1S,2R)-2-(2-(2,4-dimethoxybenzyl)-7-fluoro-4-(1-methyl-1H-pyrazol-4-yl)-3-oxo-2,3-dihydro-1H-pyrrolo[3,4-c]pyridin-6-ylamino)cyclohexylcarbamate), C(=O)(C(F)(F)F)O (TFA). Solvent: CCOC(=O)C (EtOAc). The product is N[C@@H]1[C@@H](CCCC1)NC1=C(C2=C(C(=N1)C=1C=NN(C1)C)C(NC2)=O)F (6-((1R,2S)-2-Aminocyclohexylamino)-7-fluoro-4-(1-methyl-1H-pyrazol-4-yl)-1H-pyrrolo[3,4-c]pyridin-3(2H)-one), C(=O)(C(F)(F)F)O (TFA). Isolated yield 195.4%. RXN SMILES: COC1C=C(OC)C=CC=1C[N:6]1[CH2:14][C:13]2[C:12]([F:15])=[C:11]([NH:16][C@@H:17]3[CH2:22][CH2:21][CH2:20][CH2:19][C@@H:18]3[NH:23]C(=O)OC(C)(C)C)[N:10]=[C:9]([C:31]3[CH:32]=[N:33][N:34]([CH3:36])[CH:35]=3)[C:8]=2[C:7]1=[O:37].[C:44]([OH:50])([C:46]([F:49])([F:48])[F:47])=[O:45]>CCOC(C)=O>[NH2:23][C@H:18]1[CH2:19][CH2:20][CH2:21][CH2:22][C@H:17]1[NH:16][C:11]1[N:10]=[C:9]([C:31]2[CH:32]=[N:33][N:34]([CH3:36])[CH:35]=2)[C:8]2[C:7](=[O:37])[NH:6][CH2:14][C:13]=2[C:12]=1[F:15].[C:44]([OH:50])([C:46]([F:49])([F:48])[F:47])=[O:45]. Procedure details: A solution of tert-butyl (1S,2R)-2-(2-(2,4-dimethoxybenzyl)-7-fluoro-4-(1-methyl-1H-pyrazol-4-yl)-3-oxo-2,3-dihydro-1H-pyrrolo[3,4-c]pyridin-6-ylamino)cyclohexylcarbamate (2.4 g, 4.04 mmol) and TFA (5 mL, 64.9 mmol) was stirred at 80° C. for 30 min. The resulting suspension was diluted with EtOAc (5 mL) and filtered. The filtrate was evaporated in vacuo. The residue was diluted with H2O (300 mL) and EtOAc (100 mL) and filtered. The precipitate was washed with EtOAc and dried to give the title co... Reactants: C(C)(=O)N1CCN(CC1)C1CCCC2=CC=C(C=C12)OC (1-(4-Acetylpiperazin-1-yl)-7-methoxy-1,2,3,4-tetrahydronaphthalene), resultant mixture, aqueous solution, [OH-].[Na+] (sodium hydroxide). Solvent: C(C)O (ethanol). Yields the product OC1CCCC2=CC=C(C=C12)OC (1-Hydroxy-7-methoxy-1,2,3,4-tetrahydronaphthalene). As a reaction SMILES: C(N1CCN([CH:10]2[C:19]3[C:14](=[CH:15][CH:16]=[C:17]([O:20][CH3:21])[CH:18]=3)[CH2:13][CH2:12][CH2:11]2)CC1)(=O)C.[OH-:22].[Na+]>C(O)C>[OH:22][CH:10]1[C:19]2[C:14](=[CH:15][CH:16]=[C:17]([O:20][CH3:21])[CH:18]=2)[CH2:13][CH2:12][CH2:11]1 |f:1.2|. Reported procedure: 1-(4-Acetylpiperazin-1-yl)-7-methoxy-1,2,3,4-tetrahydronaphthalene (0.85 g) was dis solved in ethanol (10 ml). After adding an 8 N aqueous solution (3 ml) of sodium hydroxide, the resultant mixture was heated under reflux for 3 hr. Then the liquid reaction mixture was concentrated under reduced pressure and the residue was purified by NH-silica gel column chromatography (ethyl acetate) to give the title compound (0.6 g) as a pale brown oil. (280-4) 1-[4-(4-Fluorophenylacetyl)piperazin-1-yl]-7-me...